From a dataset of the Open Reaction Database (ORD), a public repository of structured organic reaction records. describe an organic reaction: reactants, conditions, products, and yield Starting materials: C(CC(O)(C(=O)O)CC(=O)O)(=O)O (citric acid), C(CCC)[Li] (n-butyl lithium), COC(C1=CC(=C(C(=C1)OC)OC)OC)OC (3,4,5-trimethoxybenzaldehyde dimethyl acetal), COC=1C=C(C=O)C=CC1OC (3,4-dimethoxybenzaldehyde). Solvent: O (water), CCCCCC (hexane), C1=CC=CC=C1 (benzene). Conditions: temperature 0 celsius, time 20 minute. Product: COC(C1=C(C(=C(C(=C1)OC)OC)OC)C(C1=CC(=C(C=C1)OC)OC)O)OC (2-(3,4-dimethoxy-α-hydroxybenzyl)-3,4,5-trimethoxybenzaldehyde dimethyl acetal). The yield is 96.2%. RXN SMILES: C([Li])CCC.[CH3:6][O:7][CH:8]([O:21][CH3:22])[C:9]1[CH:14]=[C:13]([O:15][CH3:16])[C:12]([O:17][CH3:18])=[C:11]([O:19][CH3:20])[CH:10]=1.[CH3:23][O:24][C:25]1[CH:26]=[C:27]([CH:30]=[CH:31][C:32]=1[O:33][CH3:34])[CH:28]=[O:29].C(O)(=O)CC(CC(O)=O)(C(O)=O)O>CCCCCC.C1C=CC=CC=1.O>[CH3:22][O:21][CH:8]([O:7][CH3:6])[C:9]1[CH:14]=[C:13]([O:15][CH3:16])[C:12]([O:17][CH3:18])=[C:11]([O:19][CH3:20])[C:10]=1[CH:28]([OH:29])[C:27]1[CH:30]=[CH:31][C:32]([O:33][CH3:34])=[C:25]([O:24][CH3:23])[CH:26]=1. Reported procedure: 136 ml of a 1.6M n-butyl lithium solution in hexane are added to a solution of 48.5 g of 3,4,5-trimethoxybenzaldehyde dimethyl acetal in 485 ml of benzene under stirring at 0° C. for about 20 minutes. The mixture is further stirred at 0° C. for 30 minutes, and 33.2 g of 3,4-dimethoxybenzaldehyde are added thereto. After stirring the mixture at 0° to 10° C. for 2 hours, 485 ml of water and 16 g of citric acid are added thereto. After shaking the mixture, the organic layer is separated therefrom, ...